Dataset: the Open Reaction Database (ORD), a public repository of structured organic reaction records. Task: describe an organic reaction: reactants, conditions, products, and yield As a reaction SMILES: [C:8]([CH3:9])([CH3:10])([CH3:11])[c:12]1[c:13]([OH:22])[c:14]([C:18]([CH3:19])([CH3:20])[CH3:21])[cH:15][cH:16][cH:17]1.[CH3:1][C:2]([CH:3]=[O:4])([CH2:5][OH:6])[CH3:7].[CH3:23][NH:24][CH3:25].[CH3:28][OH:29].[H:26][H:27].[OH2:30]>>[CH3:1][C:2]([CH2:3][c:16]1[cH:15][c:14]([C:18]([CH3:19])([CH3:20])[CH3:21])[c:13]([OH:22])[c:12]([C:8]([CH3:9])([CH3:10])[CH3:11])[cH:17]1)([CH2:5][OH:6])[CH3:7]. The product is CC(C)(CO)Cc1cc(C(C)(C)C)c(O)c(C(C)(C)C)c1. Reactants: CC(C)(C)c1cccc(C(C)(C)C)c1O, CC(C)(C=O)CO, CNC, CO, [H][H], O. The reactants are C(C)(C)(C)OC(=O)N1CC(CC1)=O (1-(tert-butoxycarbonyl)-3-pyrrolidinone), [N+](=O)([O-])C=1C=C(N)C=CC1 (3-nitroaniline), C(C)(=O)O[BH-](OC(C)=O)OC(C)=O.[Na+] (sodium triacetoxyborohydride), C(O)([O-])=O.[Na+] (sodium hydrogencarbonate). Run in C(Cl)Cl (methylene chloride), C(C)(=O)O (acetic acid), C(C)(=O)OCC (ethyl acetate). Run at time 10 hour. Product: [N+](=O)([O-])C=1C=C(C=CC1)NC1CN(CC1)C(=O)OC(C)(C)C (tert-butyl 3-((3-nitrophenyl)amino)pyrrolidine-1-carboxylate). The yield is 57.5%. Reaction SMILES: [C:1]([O:5][C:6]([N:8]1[CH2:12][CH2:11][C:10](=O)[CH2:9]1)=[O:7])([CH3:4])([CH3:3])[CH3:2].[N+:14]([C:17]1[CH:18]=[C:19]([CH:21]=[CH:22][CH:23]=1)[NH2:20])([O-:16])=[O:15].C(O[BH-](OC(=O)C)OC(=O)C)(=O)C.[Na+].C(=O)([O-])O.[Na+]>C(Cl)Cl.C(OCC)(=O)C.C(O)(=O)C>[N+:14]([C:17]1[CH:18]=[C:19]([NH:20][CH:10]2[CH2:11][CH2:12][N:8]([C:6]([O:5][C:1]([CH3:4])([CH3:3])[CH3:2])=[O:7])[CH2:9]2)[CH:21]=[CH:22][CH:23]=1)([O-:16])=[O:15] |f:2.3,4.5|. Procedure details: To a solution of 1-(tert-butoxycarbonyl)-3-pyrrolidinone (220 mg) and 3-nitroaniline (164 mg) in methylene chloride (3 mL), sodium triacetoxyborohydride (375 mg) and acetic acid (67 μL) were added at room temperature, and the mixture was stirred at the same temperature for 10 hours. To the reaction mixture, ethyl acetate and saturated aqueous sodium hydrogencarbonate were added. The organic layer was separated, washed with saturated aqueous sodium chloride, and then dried over anhydrous sodium s...